Dataset: the Open Reaction Database (ORD), a public repository of structured organic reaction records. Task: describe an organic reaction: reactants, conditions, products, and yield The reactants are CCn1ncc(Br)c1-c1csc(C(=O)OC)c1, C=C[Sn](CCCC)(CCCC)CCCC, c1ccc(P(c2ccccc2)(c2ccccc2)[Pd](P(c2ccccc2)(c2ccccc2)c2ccccc2)(P(c2ccccc2)(c2ccccc2)c2ccccc2)P(c2ccccc2)(c2ccccc2)c2ccccc2)cc1. The product is C=Cc1cnn(CC)c1-c1csc(C(=O)OC)c1. RXN SMILES: [Br:1][c:2]1[cH:3][n:4][n:5]([CH2:16][CH3:17])[c:6]1-[c:7]1[cH:8][c:9]([C:12](=[O:13])[O:14][CH3:15])[s:10][cH:11]1.[CH2:18]([CH2:19][CH2:31][CH3:32])[Sn:20]([CH2:21][CH2:22][CH2:23][CH3:24])([CH2:25][CH2:26][CH2:27][CH3:28])[CH:29]=[CH2:30].[cH:33]1[cH:34][cH:35][c:36]([P:37]([Pd:38]([P:39]([c:40]2[cH:41][cH:42][cH:43][cH:44][cH:45]2)([c:46]2[cH:47][cH:48][cH:49][cH:50][cH:51]2)[c:52]2[cH:53][cH:54][cH:55][cH:56][cH:57]2)([P:58]([c:59]2[cH:60][cH:61][cH:62][cH:63][cH:64]2)([c:65]2[cH:66][cH:67][cH:68][cH:69][cH:70]2)[c:71]2[cH:72][cH:73][cH:74][cH:75][cH:76]2)[P:77]([c:78]2[cH:79][cH:80][cH:81][cH:82][cH:83]2)([c:84]2[cH:85][cH:86][cH:87][cH:88][cH:89]2)[c:90]2[cH:91][cH:92][cH:93][cH:94][cH:95]2)([c:96]2[cH:97][cH:98][cH:99][cH:100][cH:101]2)[c:102]2[cH:103][cH:104][cH:105][cH:106][cH:107]2)[cH:108][cH:109]1>>[c:2]1([CH:18]=[CH2:19])[cH:3][n:4][n:5]([CH2:16][CH3:17])[c:6]1-[c:7]1[cH:8][c:9]([C:12](=[O:13])[O:14][CH3:15])[s:10][cH:11]1. The reactants are O (water), C(C)(=O)OCCCC(C)=O (1-acetoxypentan-4-one), N1CCCCC1 (piperidine), O (water). Solvent: C1=CC=CC=C1 (benzene). The product is N1CCC(CC1)C(CC=CC)OC(C)=O (4-piperidyl-1-acetoxypent-3-ene). RXN SMILES: [C:1]([O:4][CH2:5][CH2:6][CH2:7][C:8](=O)[CH3:9])(=[O:3])[CH3:2].[NH:11]1[CH2:16][CH2:15][CH2:14][CH2:13][CH2:12]1.O>C1C=CC=CC=1>[NH:11]1[CH2:16][CH2:15][CH:14]([CH:5]([O:4][C:1](=[O:3])[CH3:2])[CH2:6][CH:7]=[CH:8][CH3:9])[CH2:13][CH2:12]1. Procedure details: A mixture of 0.5 moles of 1-acetoxypentan-4-one and 0.5 moles of piperidine in benzene is refluxed using a water separator until no more water distills from the reaction mixture. The reaction mixture is then cooled, washed and dried to afford the 4-piperidyl-1-acetoxypent-3-ene (XIX). A mixture of 5 g. of XIX in 100 ml. of dioxane is treated with an excess of methyl iodide at 20°C for 18 hours and then heated at 70°C for 6 hours. The reaction mixture is concentrated to a small volume, diluted wi... Conditions: temperature -78 celsius, time 2 hour. Reaction SMILES: [F:1][C:2]([F:21])([CH2:14][CH2:15][CH2:16][CH2:17][CH2:18][CH2:19][CH3:20])[CH2:3][CH2:4][CH2:5][CH2:6][CH2:7][CH2:8][CH2:9][C:10](OC)=[O:11].[H-].C([Al+]CC(C)C)C(C)C.CO.[C@H](O)(C([O-])=O)[C@@H](O)C([O-])=O.[Na+].[K+]>C1(C)C=CC=CC=1.O>[F:1][C:2]([F:21])([CH2:14][CH2:15][CH2:16][CH2:17][CH2:18][CH2:19][CH3:20])[CH2:3][CH2:4][CH2:5][CH2:6][CH2:7][CH2:8][CH2:9][CH:10]=[O:11] |f:1.2,4.5.6|. Solvent: C1(=CC=CC=C1)C (toluene), O (water), C1(=CC=CC=C1)C (toluene). Yields the product crude product, FC(CCCCCCCC=O)(CCCCCCC)F (9,9-difluoro-hexadecanal). Reported procedure: Under a nitrogen atmosphere, methyl 9,9-difluoro-hexadecanoate (No. 6804231; 990 mg, 3.23 mmol) was dissolved in toluene (14 mL), and cooled to −78° C. While maintaining the temperature at −78° C., a dilution of diisobutylaluminum hydride (DIBAlH, 1.5 M solution in toluene, 2.59 mL, 3.88 mmol) with toluene (3.8 mL) was added dropwise, and the mixture was stirred at −78° C. for 2.0 hours. Methanol (0.86 mL) was added to the reaction solution, and the mixture was stirred at −78° C. for 10 minutes ... Reactants: [H-].C(C(C)C)[Al+]CC(C)C (diisobutylaluminum hydride), CO (Methanol), FC(CCCCCCCC(=O)OC)(CCCCCCC)F (methyl 9,9-difluoro-hexadecanoate), [C@@H]([C@H](C(=O)[O-])O)(C(=O)[O-])O.[Na+].[K+] (Rochelle salt). Starting materials: OC(CCC=C)C1=C(C=CC=C1)OC (5-hydroxyl-5-(2-methoxyphenyl)-1-pentene), O (H2O), C1(=CC=CC=C1)P(=O)(C1=CC=CC=C1)N=[N+]=[N-] (diphenylphosphoryl azide), C1CCC2=NCCCN2CC1 (DBU). Run in C1(=CC=CC=C1)C (toluene). Conditions: time 28 hour. The product is N(=[N+]=[N-])C(CCC=C)C1=C(C=CC=C1)OC (5-Azido-5-(2-methoxyphenyl)-1-pentene). As a reaction SMILES: O[CH:2]([C:7]1[CH:12]=[CH:11][CH:10]=[CH:9][C:8]=1[O:13][CH3:14])[CH2:3][CH2:4][CH:5]=[CH2:6].C1(P([N:29]=[N+:30]=[N-:31])(C2C=CC=CC=2)=O)C=CC=CC=1.C1CCN2C(=NCCC2)CC1.O>C1(C)C=CC=CC=1>[N:29]([CH:2]([C:7]1[CH:12]=[CH:11][CH:10]=[CH:9][C:8]=1[O:13][CH3:14])[CH2:3][CH2:4][CH:5]=[CH2:6])=[N+:30]=[N-:31]. Reported procedure: To a solution of crude 5-hydroxyl-5-(2-methoxyphenyl)-1-pentene, prepared as described above, in toluene (150 mL) at 0° to 40° C. was added diphenylphosphoryl azide (25.86 mL, 120 mmol) followed by DBU (17.95 mL, 120 mmol) and the resulting reaction mixture was stirred at room temperature (20° C. to 25° C.) for 28 hours. H2O was added, the aqueous layer was extracted with ether (x4), and the combined organic layers were washed with H2O (x2), 0.5N HCl (x2) and brine (x2), dried over MgSO4 and eva...